The task is: describe an organic reaction: reactants, conditions, products, and yield. This data is from the Open Reaction Database (ORD), a public repository of structured organic reaction records. Starting materials: C(C)(=O)O (acetic acid), [F-].C(CCC)[N+](CCCC)(CCCC)CCCC (tetrabutylammonium fluoride), C(C)(C)(C)[SiH2]OC([C@H]1CN(CC(N1CC1=CC=2C=NC=CC2N1)=O)S(=O)(=O)C=CC=1SC(=CC1)Cl)(C)C (6-(R)-(tert-butyl-dimethyl-silanyloxymethyl)-4-[2-(5-chloro-thiophen-2-yl)-ethenesulfonyl]-1-(1H-pyrrolo[3,2-c]pyridin-2-ylmethyl)-piperazin-2-one). The solvent is C1CCOC1 (THF). Run at time 4 hour. Product: ClC1=CC=C(S1)C=CS(=O)(=O)N1CC(N([C@H](C1)CO)CC1=CC=2C=NC=CC2N1)=O (4-[2-(5-Chloro-thiophen-2-yl)-ethenesulfonyl]-6-(R)-hydroxymethyl-1-(1H-pyrrolo[3,2-c]pyridin-2-ylmethyl)-piperazin-2-one). Yield: 48.5%. As a reaction SMILES: C(O)(=O)C.[F-].C([N+](CCCC)(CCCC)CCCC)CCC.C([SiH2][O:28][C:29](C)(C)[C@@H:30]1[N:35]([CH2:36][C:37]2[NH:45][C:44]3[CH:43]=[CH:42][N:41]=[CH:40][C:39]=3[CH:38]=2)[C:34](=[O:46])[CH2:33][N:32]([S:47]([CH:50]=[CH:51][C:52]2[S:53][C:54]([Cl:57])=[CH:55][CH:56]=2)(=[O:49])=[O:48])[CH2:31]1)(C)(C)C>C1COCC1>[Cl:57][C:54]1[S:53][C:52]([CH:51]=[CH:50][S:47]([N:32]2[CH2:31][C@H:30]([CH2:29][OH:28])[N:35]([CH2:36][C:37]3[NH:45][C:44]4[CH:43]=[CH:42][N:41]=[CH:40][C:39]=4[CH:38]=3)[C:34](=[O:46])[CH2:33]2)(=[O:48])=[O:49])=[CH:56][CH:55]=1 |f:1.2|. Reported procedure: Glacial acetic acid (3 mL, 0.046 mmol) and tetrabutylammonium fluoride (92 mL, 0.092 mmol) is added to a solution of 6-(R)-(tert-butyl-dimethyl-silanyloxymethyl)-4-[2-(5-chloro-thiophen-2-yl)-ethenesulfonyl]-1-(1H-pyrrolo[3,2-c]pyridin-2-ylmethyl)-piperazin-2-one (0.019 g, 0.033 mmol) in THF (0.5 mL). The resulting solution is stirred for 4 h then concentrated in vacuo. The crude product is purified by RP-HPLC eluting in a gradient of 10% CH3CN/H2O (0.1% TFA) to 100% CH3CN and the appropriate pr... RXN SMILES: [Cl:1][C:2]1[CH:3]=[C:4]([CH:6]=[CH:7][C:8]=1[Cl:9])[NH2:5].[C:10]([O:15][CH:16]([CH3:18])[CH3:17])(=[O:14])[C:11]([CH3:13])=O>>[CH:16]([O:15][C:10](=[O:14])[C@H:11]([CH3:13])[NH:5][C:4]1[CH:6]=[CH:7][C:8]([Cl:9])=[C:2]([Cl:1])[CH:3]=1)([CH3:18])[CH3:17]. Starting materials: ClC=1C=C(N)C=CC1Cl (3,4-dichloroaniline), C(C(=O)C)(=O)OC(C)C (isopropyl pyruvate). Reported procedure: Following General Procedure AA above and using 3,4-dichloroaniline (Aldrich) and isopropyl pyruvate (prepared by following General Procedure AO above using isopropanol in place of iso-butanol), the title compound was prepared as an oil. The reaction was monitored by tlc on silica gel (Rf=0.4 in 25% EtOAc/hexanes) and purification was by preparative plate chromatography (silica gel using 25% EtOAc/hexanes as the eluant). Yields the product C(C)(C)OC([C@@H](NC1=CC(=C(C=C1)Cl)Cl)C)=O (N-(3,4-dichlorophenyl)alanine iso-propyl ester). The reactants are [OH-].[Na+] (sodium hydroxide), O (water), C(C)O (ethanol), aqueous solution, ClC=1C=C2C=CC(=CC2=CC1)S(=O)(=O)N1CC(N(CC1)C(=O)C=1SC=2CNC(CC2N1)C)C(=O)OCC (4-[(6-chloronaphthalen-2-yl)sulfonyl]-2-(ethoxycarbonyl)-1-[(6-methyl-4,5,6,7-tetrahydrothiazolo[5,4-c]pyridin-2-yl)carbonyl]piperazine). Run in O1CCCC1 (tetrahydrofuran). Conditions: time 1 hour. The product is ClC=1C=C2C=CC(=CC2=CC1)S(=O)(=O)N1CC(N(CC1)C(=O)C=1SC=2CNC(CC2N1)C)C(=O)O (4-[(6-Chloronaphthalen-2-yl)sulfonyl]-1-[(6-methyl-4,5,6,7-tetrahydrothiazolo[5,4-c]pyridin-2-yl)carbonyl]piperazine-2-carboxylic acid). Reaction SMILES: [Cl:1][C:2]1[CH:3]=[C:4]2[C:9](=[CH:10][CH:11]=1)[CH:8]=[C:7]([S:12]([N:15]1[CH2:20][CH2:19][N:18]([C:21]([C:23]3[S:24][C:25]4[CH2:26][NH:27][CH:28]([CH3:32])[CH2:29][C:30]=4[N:31]=3)=[O:22])[CH:17]([C:33]([O:35]CC)=[O:34])[CH2:16]1)(=[O:14])=[O:13])[CH:6]=[CH:5]2.C(O)C.[OH-].[Na+].O>O1CCCC1>[Cl:1][C:2]1[CH:3]=[C:4]2[C:9](=[CH:10][CH:11]=1)[CH:8]=[C:7]([S:12]([N:15]1[CH2:20][CH2:19][N:18]([C:21]([C:23]3[S:24][C:25]4[CH2:26][NH:27][CH:28]([CH3:32])[CH2:29][C:30]=4[N:31]=3)=[O:22])[CH:17]([C:33]([OH:35])=[O:34])[CH2:16]1)(=[O:14])=[O:13])[CH:6]=[CH:5]2 |f:2.3|. Reported procedure: In tetrahydrofuran (10 ml), 4-[(6-chloronaphthalen-2-yl)sulfonyl]-2-(ethoxycarbonyl)-1-[(6-methyl-4,5,6,7-tetrahydrothiazolo[5,4-c]pyridin-2-yl)carbonyl]piperazine (2.08 g) was dissolved, followed by the addition of ethanol (20 ml) and a 1N aqueous solution (3.70 ml) of sodium hydroxide. The resulting mixture was stirred at room temperature for 1 hour. After concentration of the reaction mixture under reduced pressure, the residue was added with water (20 ml). The precipitate thus formed was col...